This data is from the Open Reaction Database (ORD), a public repository of structured organic reaction records. The task is: describe an organic reaction: reactants, conditions, products, and yield The product is C(C)N1N=C2CCNCCC2=C1C1=C(C=CC=C1)C (2-Ethyl-3-o-tolyl-2,4,5,6,7,8-hexahydro-1,2,6-triaza-azulene). Procedure: The title compound (138 mg) was prepared according to Example 263 using 206 mg of 2-ethyl-3-trifluoromethanesulfonyloxy-4,5,7,8-tetrahydro-2H-1,2,6-triaza-azulene-6-carboxylic acid tert-butyl ester (Example 193, Step A) and 95 mg of 2-methylphenylboronic acid. MS (ESI): exact mass calculated for C16H21N3, 255.17. found, m/z 256.5 [M+H]+. 1H NMR (500 MHz, CD3OD): 7.49-7.42 (m, 2H), 7.38-7.35 (m, 1H), 7.25-7.24 (m, 1H), 4.69 (br s, 2H), 4.03-3.17 (m, 5H), 2.76-2.68 (m, 2H), 2.15 (s, 3H), 1.28 (t, ... Reactants: C(C)(C)(C)OC(=O)N1CCC2=C(N(N=C2CC1)CC)OS(=O)(=O)C(F)(F)F (2-ethyl-3-trifluoromethanesulfonyloxy-4,5,7,8-tetrahydro-2H-1,2,6-triaza-azulene-6-carboxylic acid tert-butyl ester), CC1=C(C=CC=C1)B(O)O (2-methylphenylboronic acid). Isolated yield 108.5%. RXN SMILES: C(OC([N:8]1[CH2:17][CH2:16][C:15]2[C:11](=[C:12](OS(C(F)(F)F)(=O)=O)[N:13]([CH2:18][CH3:19])[N:14]=2)[CH2:10][CH2:9]1)=O)(C)(C)C.[CH3:28][C:29]1[CH:34]=[CH:33][CH:32]=[CH:31][C:30]=1B(O)O>>[CH2:18]([N:13]1[C:12]([C:30]2[CH:31]=[CH:32][CH:33]=[CH:34][C:29]=2[CH3:28])=[C:11]2[C:15]([CH2:16][CH2:17][NH:8][CH2:9][CH2:10]2)=[N:14]1)[CH3:19]. Reactants: O=C([O-])[O-], CN1CCCN(C)C1=O, [Cs+], [Cs+], CC(C)I, COC(=O)c1ccc2cc[nH]c2c1. Product: COC(=O)c1ccc2ccn(C(C)C)c2c1. As a reaction SMILES: [C:14](=[O:15])([O-:16])[O-:17].[CH3:24][N:25]1[CH2:26][CH2:27][CH2:28][N:29]([CH3:30])[C:31]1=[O:32].[Cs+:18].[Cs+:19].[I:20][CH:21]([CH3:22])[CH3:23].[nH:1]1[cH:2][cH:3][c:4]2[cH:5][cH:6][c:7]([C:10](=[O:11])[O:12][CH3:13])[cH:8][c:9]12>>[n:1]1([CH:21]([CH3:22])[CH3:23])[cH:2][cH:3][c:4]2[cH:5][cH:6][c:7]([C:10](=[O:11])[O:12][CH3:13])[cH:8][c:9]12. Reactants: FC1=NC=CC=C1 (2-fluoropyridine), C(CC)=O (propionaldehyde), C(C)(C)NC(C)C (diisopropylamine), C(CCC)[Li] (n-butyllithium). The solvent is O (Water), O1CCCC1 (tetrahydrofuran), O1CCCC1 (tetrahydrofuran), O1CCCC1 (tetrahydrofuran), CCCCCC (hexane). Run at time 15 minute. The product is FC1=NC=CC=C1C(CC)O (1-(2-fluoropyridin-3-yl)propan-1-ol). The yield is 67.0%. RXN SMILES: C(NC(C)C)(C)C.C([Li])CCC.[F:13][C:14]1[CH:19]=[CH:18][CH:17]=[CH:16][N:15]=1.[CH:20](=[O:23])[CH2:21][CH3:22]>O1CCCC1.O.CCCCCC>[F:13][C:14]1[C:19]([CH:20]([OH:23])[CH2:21][CH3:22])=[CH:18][CH:17]=[CH:16][N:15]=1. Procedure: To a solution of diisopropylamine (15.8 g) in tetrahydrofuran (100 mL) was added dropwise a 1.6 mol/L hexane solution (95 mL) of n-butyllithium at −78° C., and the mixture was stirred for 15 min. A solution of 2-fluoropyridine (11.6 g) in tetrahydrofuran (10 mL) was added dropwise at −78° C., and the mixture was stirred at the same temperature for 30 min. To the obtained mixture was added a solution of propionaldehyde (11.2 mL) in tetrahydrofuran (10 mL) at the same temperature, and the mixture ...